This data is from the Open Reaction Database (ORD), a public repository of structured organic reaction records. The task is: describe an organic reaction: reactants, conditions, products, and yield As a reaction SMILES: Cl[C:2]1[CH:3]=[CH:4][C:5]2[O:14][CH2:13][CH2:12][C:11]3[CH:10]=[C:9]([C:15]4[N:16]([C:20]5[CH:25]=[CH:24][C:23]([F:26])=[CH:22][C:21]=5[F:27])[N:17]=[CH:18][N:19]=4)[S:8][C:7]=3[C:6]=2[N:28]=1.[CH3:29][O:30][C:31]1[CH:36]=[C:35]([CH3:37])[C:34](B2OC(C)(C)C(C)(C)O2)=[CH:33][N:32]=1.C([O-])([O-])=O.[Cs+].[Cs+]>C1C=CC(P(C2C=CC=CC=2)[C-]2C=CC=C2)=CC=1.C1C=CC(P(C2C=CC=CC=2)[C-]2C=CC=C2)=CC=1.Cl[Pd]Cl.[Fe+2].CC#N.O>[F:27][C:21]1[CH:22]=[C:23]([F:26])[CH:24]=[CH:25][C:20]=1[N:16]1[C:15]([C:9]2[S:8][C:7]3[C:6]4[N:28]=[C:2]([C:34]5[CH:33]=[N:32][C:31]([O:30][CH3:29])=[CH:36][C:35]=5[CH3:37])[CH:3]=[CH:4][C:5]=4[O:14][CH2:13][CH2:12][C:11]=3[CH:10]=2)=[N:19][CH:18]=[N:17]1 |f:2.3.4,5.6.7.8,9.10|. Conditions: temperature 120 celsius. Product: FC1=C(C=CC(=C1)F)N1N=CN=C1C1=CC=2CCOC3=C(C2S1)N=C(C=C3)C=3C=NC(=CC3C)OC (2-[2-(2,4-Difluoro-phenyl)-2H-[1,2,4]triazol-3-yl]-9-(6-methoxy-4-methyl-pyridin-3-yl)-4,5-dihydro-6-oxa-1-thia-10-aza-benzo[e]azulene). The reagents and catalysts are C1=CC=C(C=C1)P([C-]2C=CC=C2)C3=CC=CC=C3.C1=CC=C(C=C1)P([C-]2C=CC=C2)C3=CC=CC=C3.Cl[Pd]Cl.[Fe+2] (Pd(dppf)Cl2). The solvent is CC#N.O (CH3CN—H2O). Starting materials: ClC=1C=CC2=C(C=3SC(=CC3CCO2)C=2N(N=CN2)C2=C(C=C(C=C2)F)F)N1 (9-Chloro-2-[2-(2,4-difluoro-phenyl)-2H-[1,2,4]triazol-3-yl]-4,5-dihydro-6-oxa-1-thia-10-aza-benzo[e]azulene), COC1=NC=C(C(=C1)C)B1OC(C(O1)(C)C)(C)C (2-Methoxy-4-methyl-5-(4,4,5,5-tetramethyl-[1,3,2]dioxaborolan-2-yl)-pyridine), C(=O)([O-])[O-].[Cs+].[Cs+] (Cs2CO3). Isolated yield 24.0%. Procedure: 9-Chloro-2-[2-(2,4-difluoro-phenyl)-2H-[1,2,4]triazol-3-yl]-4,5-dihydro-6-oxa-1-thia-10-aza-benzo[e]azulene (416 mg, 1.0 mmol), 2-Methoxy-4-methyl-5-(4,4,5,5-tetramethyl-[1,3,2]dioxaborolan-2-yl)-pyridine (298 mg, 1.2 mmol), Cs2CO3 (650 mg, 2.0 mmol), Pd(dppf)Cl2 (73 mg, 0.10 mmol) and CH3CN—H2O (1:1, 4 mL) were added in a 10 mL of sealed tube, and the mixture was heated by microwave at 120° C. for 20 min under N2. The reaction mixture was filtered to gather the solution and water was added. The... Reactants: N#CC(O)c1cccc(Oc2ccccc2)c1, CCOC(=O)C(Br)=CC1C(C(=O)O)C1(C)C, ClC(Cl)Cl. The product is CCOC(=O)C(Br)=CC1C(C(=O)OC(C#N)c2cccc(Oc3ccccc3)c2)C1(C)C. As a reaction SMILES: [C:17](#[N:18])[CH:19]([c:20]1[cH:21][c:22]([O:26][c:27]2[cH:28][cH:29][cH:30][cH:31][cH:32]2)[cH:23][cH:24][cH:25]1)[OH:33].[CH3:1][C:2]1([CH3:16])[CH:3]([C:13](=[O:14])[OH:15])[CH:4]1[CH:5]=[C:6]([C:7]([O:8][CH2:9][CH3:10])=[O:11])[Br:12].[CH:34]([Cl:35])([Cl:36])[Cl:37]>>[CH3:1][C:2]1([CH3:16])[CH:3]([C:13](=[O:14])[O:15][CH:19]([C:17]#[N:18])[c:20]2[cH:21][c:22]([O:26][c:27]3[cH:28][cH:29][cH:30][cH:31][cH:32]3)[cH:23][cH:24][cH:25]2)[CH:4]1[CH:5]=[C:6]([C:7]([O:8][CH2:9][CH3:10])=[O:11])[Br:12]. The product is OC1CCN2CCCC2C1. Reaction SMILES: [Al+3:12].[H-:11].[H-:14].[H-:15].[H-:16].[Li+:13].[N:1]12[CH2:2][CH2:3][C:4](=[O:10])[CH2:5][CH:6]1[CH2:7][CH2:8][CH2:9]2.[O:17]1[CH2:18][CH2:19][CH2:20][CH2:21]1>>[N:1]12[CH2:2][CH2:3][CH:4]([OH:10])[CH2:5][CH:6]1[CH2:7][CH2:8][CH2:9]2. Reactants: [Al+3], [H-], [H-], [H-], [H-], [Li+], O=C1CCN2CCCC2C1, C1CCOC1. Starting materials: C(C)C1=C(C=CC=C1)S(=O)(=O)C=1C(=C2C=CC=NC2=C(C1)NC(C)=O)[N+](=O)[O-] (N-[6-(2-Ethyl-benzenesulfonyl)-5-nitro-quinolin-8-yl]-acetamide), O1CCOCC1 (1,4-dioxane), C([O-])([O-])=O.[Na+].[Na+] (sodium carbonate). The solvent is Cl (hydrochloric acid). The product is C(C)C1=C(C=CC=C1)S(=O)(=O)C=1C(=C2C=CC=NC2=C(C1)N)[N+](=O)[O-] (6-(2-Ethyl-benzenesulfonyl)-5-nitro-quinolin-8-ylamine). Reaction SMILES: [CH2:1]([C:3]1[CH:8]=[CH:7][CH:6]=[CH:5][C:4]=1[S:9]([C:12]1[C:13]([N+:26]([O-:28])=[O:27])=[C:14]2[C:19](=[C:20]([NH:22]C(=O)C)[CH:21]=1)[N:18]=[CH:17][CH:16]=[CH:15]2)(=[O:11])=[O:10])[CH3:2].O1CCOCC1.C(=O)([O-])[O-].[Na+].[Na+]>Cl>[CH2:1]([C:3]1[CH:8]=[CH:7][CH:6]=[CH:5][C:4]=1[S:9]([C:12]1[C:13]([N+:26]([O-:28])=[O:27])=[C:14]2[C:19](=[C:20]([NH2:22])[CH:21]=1)[N:18]=[CH:17][CH:16]=[CH:15]2)(=[O:10])=[O:11])[CH3:2] |f:2.3.4|. Procedure: N-[6-(2-Ethyl-benzenesulfonyl)-5-nitro-quinolin-8-yl]-acetamide (0.5 g) is stirred at reflux in 2N hydrochloric acid (50 mL) and 1,4-dioxane (50 mL) for 2 hours. The mixture is added to 2N sodium carbonate (200 mL) and extracted with ethyl acetate (3×100 mL). The extracts are washed with saturated brine (150 mL), dried over magnesium sulfate, filtered, and evaporated to leave an orange solid. This solid is crystallized from hot ethyl acetate to give the title compound as orange crystals; mp 213°... Reaction SMILES: [C@H:1]12[CH2:8][CH2:7][CH2:6][C@H:5]1[CH2:4][NH:3][C@@H:2]2[CH2:9][NH:10][C:11]([C:13]1[C:22]2[O:21][CH2:20][CH2:19][O:18][C:17]=2[CH:16]=[CH:15][CH:14]=1)=[O:12].[CH3:23][C:24]1[S:25][C:26]([C:32]2[CH:33]=[C:34]([CH3:38])[CH:35]=[CH:36][CH:37]=2)=[C:27]([C:29](O)=[O:30])[N:28]=1>>[CH3:23][C:24]1[S:25][C:26]([C:32]2[CH:33]=[C:34]([CH3:38])[CH:35]=[CH:36][CH:37]=2)=[C:27]([C:29]([N:3]2[CH2:4][C@H:5]3[C@H:1]([CH2:8][CH2:7][CH2:6]3)[C@H:2]2[CH2:9][NH:10][C:11]([C:13]2[C:22]3[O:21][CH2:20][CH2:19][O:18][C:17]=3[CH:16]=[CH:15][CH:14]=2)=[O:12])=[O:30])[N:28]=1. The product is CC=1SC(=C(N1)C(=O)N1[C@@H]([C@H]2CCC[C@H]2C1)CNC(=O)C1=CC=CC=2OCCOC21)C=2C=C(C=CC2)C (2,3-Dihydro-benzo[1,4]dioxine-5-carboxylic acid-(1S,2S,5R)-[3-(2-methyl-5-m-tolyl-thiazole-4-carbonyl)-3-aza-bicyclo[3.3.0]oct-2-ylmethyl]-amide). Reactants: [C@H]12[C@H](NC[C@@H]2CCC1)CNC(=O)C1=CC=CC=2OCCOC21 (3,4-dihydro-benzo[1,4]dioxine-5-carboxylic acid-[(1S,2S,5R)-3-aza-bicyclo[3.3.0]oct-2-ylmethyl]-amide), CC=1SC(=C(N1)C(=O)O)C=1C=C(C=CC1)C (2-methyl-5-m-tolyl-thiazole-4-carboxylic acid). Procedure details: prepared by reaction of 3,4-dihydro-benzo[1,4]dioxine-5-carboxylic acid-[(1S,2S,5R)-3-aza-bicyclo[3.3.0]oct-2-ylmethyl]-amide with 2-methyl-5-m-tolyl-thiazole-4-carboxylic acid. Reactants: CON=C(C(=O)O)C1(C)OCCO1 (2-methoxyimino-3,3-ethylenedioxybutyric acid), CON=C(C(=O)O)C1(CCl)OCCO1 (2-methoxyimino-3,3-ethylenedioxy-4-chlorobutyric acid), CON=C(C(=O)O)C1(CBr)OCCO1 (2-methoxyimino-3,3-ethylenedioxy-4-bromobutyric acid). The product is CON=C(C(=O)OCC)C1(C)OCCO1 (ethyl 2-methoxyimino-3,3-ethylenedioxybutyrate). Reaction SMILES: [CH3:1][O:2][N:3]=[C:4]([C:8]1([O:13][CH2:12][CH2:11][O:10]1)[CH3:9])[C:5]([OH:7])=[O:6].CON=[C:17](C1(OCCO1)CCl)[C:18](O)=O.CON=C(C1(OCCO1)CBr)C(O)=O>>[CH3:1][O:2][N:3]=[C:4]([C:8]1([O:10][CH2:11][CH2:12][O:13]1)[CH3:9])[C:5]([O:7][CH2:17][CH3:18])=[O:6]. Procedure: Thus obtained product can be led to 2-methoxyimino-3,3-ethylenedioxybutyric acid (syn isomer) or 2-methoxyimino-3,3-ethylenedioxy-4-chlorobutyric acid (syn isomer) or 2-methoxyimino-3,3-ethylenedioxy-4-bromobutyric acid (syn isomer) according to the manner described in Examples 1 or 2 or 3 or 4 or 5.